From a dataset of the Open Reaction Database (ORD), a public repository of structured organic reaction records. describe an organic reaction: reactants, conditions, products, and yield Reactants: C[Si](C)(C)[N-][Si](C)(C)C, COc1cc2c(Cl)ncnc2cc1OCCCN1CCOCC1, CN(C)C(=O)NCC#Cc1cc(Cl)c(N)c2c1OCO2, [Na+], CN(C)C=O. The product is COc1cc2c(Nc3c(Cl)cc(C#CCNC(=O)N(C)C)c4c3OCO4)ncnc2cc1OCCCN1CCOCC1. Reaction SMILES: [CH3:44][Si:45]([N-:46][Si:47]([CH3:48])([CH3:49])[CH3:50])([CH3:51])[CH3:52].[Cl:1][c:2]1[n:3][cH:4][n:5][c:6]2[cH:7][c:8]([O:14][CH2:15][CH2:16][CH2:17][N:18]3[CH2:19][CH2:20][O:21][CH2:22][CH2:23]3)[c:9]([O:12][CH3:13])[cH:10][c:11]12.[NH2:24][c:25]1[c:26]([Cl:43])[cH:27][c:28]([C:34]#[C:35][CH2:36][NH:37][C:38]([N:39]([CH3:40])[CH3:41])=[O:42])[c:29]2[c:30]1[O:31][CH2:32][O:33]2.[Na+:53].[O:54]=[CH:55][N:56]([CH3:57])[CH3:58]>>[c:2]1([NH:24][c:25]2[c:26]([Cl:43])[cH:27][c:28]([C:34]#[C:35][CH2:36][NH:37][C:38]([N:39]([CH3:40])[CH3:41])=[O:42])[c:29]3[c:30]2[O:31][CH2:32][O:33]3)[n:3][cH:4][n:5][c:6]2[cH:7][c:8]([O:14][CH2:15][CH2:16][CH2:17][N:18]3[CH2:19][CH2:20][O:21][CH2:22][CH2:23]3)[c:9]([O:12][CH3:13])[cH:10][c:11]12. Starting materials: C(CCC)[Li] (n-butyllithium), FC1=C(C(=C(C=C1F)F)F)O (2,3,5,6-tetrafluorophenol), Cl[Si](C)(C)Cl (dichlorodimethylsilane). Run in C1(=CC=CC=C1)C (toluene). Run at time 2 hour. Product: FC1=C(C(=C(C=C1F)F)F)O[Si](C)(C)Cl ((2,3,5,6-Tetrafluorophenyloxy)chlorodimethylsilane). Reaction SMILES: [F:1][C:2]1[C:7]([F:8])=[CH:6][C:5]([F:9])=[C:4]([F:10])[C:3]=1[OH:11].C([Li])CCC.[Cl:17][Si:18](Cl)([CH3:20])[CH3:19]>C1(C)C=CC=CC=1>[F:1][C:2]1[C:7]([F:8])=[CH:6][C:5]([F:9])=[C:4]([F:10])[C:3]=1[O:11][Si:18]([Cl:17])([CH3:20])[CH3:19]. Procedure details: 3.32 g (20 mmol) of 2,3,5,6-tetrafluorophenol are dissolved in 50 ml of toluene, and 8 ml of n-butyllithium (2.5 M in hexane) are added at 0° C. After warming to room temperature, the solution is stirred for 2 hours. Then 2.6 g of dichlorodimethylsilane (20 mmol) are added dropwise. The resulting suspension is filtered and the solvent is stripped off in vacuo. The colorless liquid which remains is subjected to fractional distillation. The reactants are CN(C)c1cc(CO)cc(N(C)C)c1N1CCCCC1, ClC(Cl)Cl. The product is CN(C)c1cc(C=O)cc(N(C)C)c1N1CCCCC1. As a reaction SMILES: [CH3:1][N:2]([c:3]1[cH:4][c:5]([CH2:6][OH:7])[cH:8][c:9]([N:17]([CH3:18])[CH3:19])[c:10]1[N:11]1[CH2:12][CH2:13][CH2:14][CH2:15][CH2:16]1)[CH3:20].[CH:21]([Cl:22])([Cl:23])[Cl:24]>>[CH3:1][N:2]([c:3]1[cH:4][c:5]([CH:6]=[O:7])[cH:8][c:9]([N:17]([CH3:18])[CH3:19])[c:10]1[N:11]1[CH2:12][CH2:13][CH2:14][CH2:15][CH2:16]1)[CH3:20]. Reactants: ClC1=C(C(=O)O)C=CC=N1 (chloronicotinic acid), NC1=CC=C(C=C1)C(F)(F)F (4-aminobenzotrifluoride), S(=O)(Cl)Cl (thionyl chloride), [S-]C#N.[NH4+] (ammonium thiocyanate). Yields the product FC(C1=CC=C(NC=2SC3=C(C(N2)=O)C=CC=N3)C=C1)(F)F (2-(4-trifluoromethylanilino)-4H-pyrido[3,2-e]-1,3-thiazin-4-one). Isolated yield 79.6%. RXN SMILES: Cl[C:2]1[N:10]=[CH:9][CH:8]=[CH:7][C:3]=1[C:4]([OH:6])=O.S(Cl)(Cl)=O.[S-:15][C:16]#[N:17].[NH4+].[NH2:19][C:20]1[CH:25]=[CH:24][C:23]([C:26]([F:29])([F:28])[F:27])=[CH:22][CH:21]=1>>[F:29][C:26]([F:27])([F:28])[C:23]1[CH:24]=[CH:25][C:20]([NH:19][C:16]2[S:15][C:2]3[N:10]=[CH:9][CH:8]=[CH:7][C:3]=3[C:4](=[O:6])[N:17]=2)=[CH:21][CH:22]=1 |f:2.3|. Reported procedure: The reaction procedure of Example 6 was followed except that 5.00 g of chloronicotinic acid, 25 ml of thionyl chloride, 2.42 g of ammonium thiocyanate and 5.11 g of 4-aminobenzotrifluoride were used. As a result, 8.16 g of 2-(4-trifluoromethylanilino)-4H-pyrido[3,2-e]-1,3-thiazin-4-one was obtained. Starting materials: ClCCl, Cc1nn(C)c(Cl)c1S(=O)(=O)Cl, Nc1ccc(Cc2nc3c([nH]2)c(=O)n(Cc2ccccc2F)c(=O)n3CC2CC2)cc1, c1ccncc1. Product: Cc1nn(C)c(Cl)c1S(=O)(=O)Nc1ccc(Cc2nc3c([nH]2)c(=O)n(Cc2ccccc2F)c(=O)n3CC2CC2)cc1. RXN SMILES: [CH2:50]([Cl:51])[Cl:52].[Cl:32][c:33]1[c:34]([S:40](=[O:41])(=[O:42])[Cl:43])[c:35]([CH3:39])[n:36][n:37]1[CH3:38].[NH2:1][c:2]1[cH:3][cH:4][c:5]([CH2:6][c:7]2[n:8][c:9]3[n:10]([CH2:26][CH:27]4[CH2:28][CH2:29]4)[c:11](=[O:25])[n:12]([CH2:17][c:18]4[c:19]([F:24])[cH:20][cH:21][cH:22][cH:23]4)[c:13](=[O:16])[c:14]3[nH:15]2)[cH:30][cH:31]1.[cH:44]1[cH:45][cH:46][n:47][cH:48][cH:49]1>>[NH:1]([c:2]1[cH:3][cH:4][c:5]([CH2:6][c:7]2[n:8][c:9]3[n:10]([CH2:26][CH:27]4[CH2:28][CH2:29]4)[c:11](=[O:25])[n:12]([CH2:17][c:18]4[c:19]([F:24])[cH:20][cH:21][cH:22][cH:23]4)[c:13](=[O:16])[c:14]3[nH:15]2)[cH:30][cH:31]1)[S:40]([c:34]1[c:33]([Cl:32])[n:37]([CH3:38])[n:36][c:35]1[CH3:39])(=[O:41])=[O:42]. The reactants are C(C1=CC=CC=C1)OC(=O)Cl (benzyloxycarbonyl chloride), COC1=CC=C(C=C1)[C@@H]1SC2=C(N(C([C@@H]1OC(C)=O)=O)CCN(C)CC1=CC=CC=C1)C=CC(=C2)C ((-)-cis-2-(4-methoxyphenyl)-3-acetoxy-5-[2-(N-benzyl-N-methylamino)ethyl]-8-methyl-2,3-dihydro-1,5-benzothiazepin-4(5H)-one). Solvent: C1=CC=CC=C1 (benzene), C1=CC=CC=C1 (benzene). Product: COC1=CC=C(C=C1)[C@@H]1SC2=C(N(C([C@@H]1OC(C)=O)=O)CCN(C)C(=O)OCC1=CC=CC=C1)C=CC(=C2)C ((-)-cis-2-(4-methoxyphenyl)-3-acetoxy-5-[2-(N-benzyloxycarbonyl-N-methylamino)ethyl]-8-methyl-2,3-dihydro-1,5-benzothiazepin-4(5H)-one). Isolated yield 104.7%. RXN SMILES: [CH3:1][O:2][C:3]1[CH:8]=[CH:7][C:6]([C@H:9]2[C@@H:15]([O:16][C:17](=[O:19])[CH3:18])[C:14](=[O:20])[N:13]([CH2:21][CH2:22][N:23](CC3C=CC=CC=3)[CH3:24])[C:12]3[CH:32]=[CH:33][C:34]([CH3:36])=[CH:35][C:11]=3[S:10]2)=[CH:5][CH:4]=1.[CH2:37]([O:44][C:45](Cl)=[O:46])[C:38]1[CH:43]=[CH:42][CH:41]=[CH:40][CH:39]=1>C1C=CC=CC=1>[CH3:1][O:2][C:3]1[CH:4]=[CH:5][C:6]([C@H:9]2[C@@H:15]([O:16][C:17](=[O:19])[CH3:18])[C:14](=[O:20])[N:13]([CH2:21][CH2:22][N:23]([C:45]([O:44][CH2:37][C:38]3[CH:43]=[CH:42][CH:41]=[CH:40][CH:39]=3)=[O:46])[CH3:24])[C:12]3[CH:32]=[CH:33][C:34]([CH3:36])=[CH:35][C:11]=3[S:10]2)=[CH:7][CH:8]=1. Procedure details: A mixture of 10.37 g of (-)-cis-2-(4-methoxyphenyl)-3-acetoxy-5-[2-(N-benzyl-N-methylamino)ethyl]-8-methyl-2,3-dihydro-1,5-benzothiazepin-4(5H)-one and 125 ml of benzene is refluxed. A solution of 9 g of benzyloxycarbonyl chloride in 25 ml of benzene is added dropwise to the mixture for 30 minutes, and the mixture is refluxed for 4 hours. Then, the mixture is evaporated under reduced pressure to remove solvent. 11.8 g of (-)-cis-2-(4-methoxyphenyl)-3-acetoxy-5-[2-(N-benzyloxycarbonyl-N-methylami...